This data is from the Open Reaction Database (ORD), a public repository of structured organic reaction records. The task is: describe an organic reaction: reactants, conditions, products, and yield The reactants are NC1=NC(C2=C(N1)NC=C2CCC2=CC=C(C(=O)O)C=C2)=O (4-[2-(2-amino-4,7-dihydro-4-oxo-1H-pyrrolo[2,3-d]-pyrimidin-5-yl)ethyl]benzoic acid), CN1CCOCC1 (N-methylmorpholine), C1=CC=C(C=C1)COC(=O)CC[C@@H](C(=O)O)N (L-glutamic acid γ-benzyl ester), ClC1=NC(=NC(=N1)OC)OC (2-chloro-4,6-dimethoxy-1,3,5-triazine). Run in O (water), C(Cl)Cl (methylene chloride), CN(C)C=O (DMF). Conditions: temperature 25 celsius, time 1.5 hour. Yields the product NC=1NC(C2=C(N1)NC=C2CCC2=CC=C(C(=O)N[C@@H](CCC(=O)O)C(=O)OCC1=CC=CC=C1)C=C2)=O ((S)-4-(4-(2-(2-amino-4-oxo-4,7-dihydro-3H-pyrrolo[2,3-d]pyrimidin-5-yl)ethyl)benzamido)-5-(benzyloxy)-5-oxopentanoic acid). Reaction SMILES: [NH2:1][C:2]1[NH:7][C:6]2[NH:8][CH:9]=[C:10]([CH2:11][CH2:12][C:13]3[CH:21]=[CH:20][C:16](C(O)=O)=[CH:15][CH:14]=3)[C:5]=2[C:4](=[O:22])[N:3]=1.CN1CCOCC1.ClC1N=[C:35]([O:37]C)[N:34]=C(OC)N=1.[CH:41]1[CH:46]=[CH:45][C:44]([CH2:47][O:48][C:49]([CH2:51][CH2:52][C@H:53](N)[C:54]([OH:56])=[O:55])=[O:50])=[CH:43][CH:42]=1>CN(C=O)C.O.C(Cl)Cl>[NH2:1][C:2]1[NH:3][C:4](=[O:22])[C:5]2[C:10]([CH2:11][CH2:12][C:13]3[CH:14]=[CH:15][C:16]([C:35]([NH:34][C@H:51]([C:49]([O:48][CH2:47][C:44]4[CH:45]=[CH:46][CH:41]=[CH:42][CH:43]=4)=[O:50])[CH2:52][CH2:53][C:54]([OH:56])=[O:55])=[O:37])=[CH:20][CH:21]=3)=[CH:9][NH:8][C:6]=2[N:7]=1. Procedure: To a solution of 4-[2-(2-amino-4,7-dihydro-4-oxo-1H-pyrrolo[2,3-d]-pyrimidin-5-yl)ethyl]benzoic acid (38.4 mg, 0.129 mmol) in 5 mL of DMF was added N-methylmorpholine (40.4 mg, 0.399 mmol), followed by the addition of 2-chloro-4,6-dimethoxy-1,3,5-triazine (22.64 mg, 0.129 mmol). The resulting mixture was stirred for 1.5 hours at 25° C., at which time HPLC showed that the reaction was complete. L-glutamic acid γ-benzyl ester (30.6 mg, 0.129 mmol) was added, and stirring was continued at 25° C. un...